From a dataset of the Open Reaction Database (ORD), a public repository of structured organic reaction records. describe an organic reaction: reactants, conditions, products, and yield Starting materials: COC1=C(C=CC=C1)C1=CC2=C(N=C(N=C2)N)N=C1N (6-(2-Methoxy-phenyl)-pyrido[2,3-d]pyrimidine-2,7-diamine), C(C)(C)(C)N=C=O (tert-butyl isocyanate). The product is NC=1N=CC2=C(N1)N=C(C(=C2)C2=C(C=CC=C2)OC)NC(=O)NC(C)(C)C (1-[2-Amino-6-(2-methoxy-phenyl)-pyrido[2,3-d]pyrimidin-7-yl]-3-tert-butyl-urea). As a reaction SMILES: [CH3:1][O:2][C:3]1[CH:8]=[CH:7][CH:6]=[CH:5][C:4]=1[C:9]1[C:19]([NH2:20])=[N:18][C:12]2[N:13]=[C:14]([NH2:17])[N:15]=[CH:16][C:11]=2[CH:10]=1.[C:21]([N:25]=[C:26]=[O:27])([CH3:24])([CH3:23])[CH3:22]>>[NH2:17][C:14]1[N:15]=[CH:16][C:11]2[CH:10]=[C:9]([C:4]3[CH:5]=[CH:6][CH:7]=[CH:8][C:3]=3[O:2][CH3:1])[C:19]([NH:20][C:26]([NH:25][C:21]([CH3:24])([CH3:23])[CH3:22])=[O:27])=[N:18][C:12]=2[N:13]=1. Procedure details: The title compound was prepared from 0.203 g of 6-(2-methoxy-phenyl)-pyrido[2,3-d]pyrimidine-2,7-diamine from Example 100 and 0.093 mL of tert-butyl isocyanate according to Example 2. The product was purified by medium pressure liquid chromatography eluting with 1:1CHCl3 :EtOAc; mp 300°-301° C.; CIMS (1% ammonia in methane): m/z (relative intensity) 367 (MH+ +1, 67), 368 (MH+ +2, 14), 236 (100). As a reaction SMILES: [CH3:1][O:2][C:3]([C:5]1[C:10]([O:11][C:12](=[O:19])[C:13]2[CH:18]=[CH:17][CH:16]=[CH:15][CH:14]=2)=[C:9]([O:20][C:21](=[O:28])[C:22]2[CH:27]=[CH:26][CH:25]=[CH:24][CH:23]=2)[N:8]=[C:7]([CH2:29][C:30]2[CH:35]=[CH:34][CH:33]=[CH:32][CH:31]=2)[N:6]=1)=[O:4].[Br:36]N1C(=O)CCC1=O.C(OOC(=O)C1C=CC=CC=1)(=O)C1C=CC=CC=1>C(Cl)(Cl)(Cl)Cl>[CH3:1][O:2][C:3]([C:5]1[C:10]([O:11][C:12](=[O:19])[C:13]2[CH:14]=[CH:15][CH:16]=[CH:17][CH:18]=2)=[C:9]([O:20][C:21](=[O:28])[C:22]2[CH:23]=[CH:24][CH:25]=[CH:26][CH:27]=2)[N:8]=[C:7]([CH:29]([Br:36])[C:30]2[CH:35]=[CH:34][CH:33]=[CH:32][CH:31]=2)[N:6]=1)=[O:4]. Product: COC(=O)C1=NC(=NC(=C1OC(C1=CC=CC=C1)=O)OC(C1=CC=CC=C1)=O)C(C1=CC=CC=C1)Br (Methyl-5,6-bis(benzoyloxy)-2-[bromo(phenyl)methyl]pyrimidine-4-carboxylate). Procedure: A solution of methyl-5,6-bis(benzoyloxy)-2-benzylpyrimidine-4-carboxylate (B-6) (1.0 eq.) in carbon tetrachloride was heated up to 90° C. under nitrogen; N-bromosuccinimide (1.0 eq.) and benzoyl peroxide (0.1 eq.) were added as dry powder and mixture was refluxed for 3 h. After cooling, succinimide was removed by filtration and the filtrate was concentrated and purified by flash column chromatography (SiO2, 85/15 v/v petroleum ether/ ethyl acetate as eluent) to give the title product (B-7). Reactants: BrN1C(CCC1=O)=O (N-bromosuccinimide), C(C1=CC=CC=C1)(=O)OOC(C1=CC=CC=C1)=O (benzoyl peroxide), COC(=O)C1=NC(=NC(=C1OC(C1=CC=CC=C1)=O)OC(C1=CC=CC=C1)=O)CC1=CC=CC=C1 (methyl-5,6-bis(benzoyloxy)-2-benzylpyrimidine-4-carboxylate). Run in C(Cl)(Cl)(Cl)Cl (carbon tetrachloride).